This data is from the Open Reaction Database (ORD), a public repository of structured organic reaction records. The task is: describe an organic reaction: reactants, conditions, products, and yield The reactants are ClC1=C(C(=CC(=C1)Cl)Cl)N1N=CC(=C1C)C(=O)OCC (1-(2,4,6-trichlorophenyl)-4-ethoxycarbonyl-5-methyl-1H-pyrazole), [OH-].[Na+] (sodium hydroxide). The solvent is C(C)O (ethanol), O (water). Product: ClC1=C(C(=CC(=C1)Cl)Cl)N1N=CC(=C1C)C(=O)O (1-(2,4,6-trichlorophenyl)-4-carboxy-5-methyl-1H-pyrazole). The yield is 71.5%. RXN SMILES: [Cl:1][C:2]1[CH:7]=[C:6]([Cl:8])[CH:5]=[C:4]([Cl:9])[C:3]=1[N:10]1[C:14]([CH3:15])=[C:13]([C:16]([O:18]CC)=[O:17])[CH:12]=[N:11]1.[OH-].[Na+]>C(O)C.O>[Cl:1][C:2]1[CH:7]=[C:6]([Cl:8])[CH:5]=[C:4]([Cl:9])[C:3]=1[N:10]1[C:14]([CH3:15])=[C:13]([C:16]([OH:18])=[O:17])[CH:12]=[N:11]1 |f:1.2|. Procedure details: By the method of Example 1, Step D, 40.0 g (0.12 mole) of 1-(2,4,6-trichlorophenyl)-4-ethoxycarbonyl-5-methyl-1H-pyrazole and 5.75 g (0.14 mole) of sodium hydroxide were reacted in 40 mL of ethanol and 30 mL of water, yielding 26.2 g of 1-(2,4,6-trichlorophenyl)-4-carboxy-5-methyl-1H-pyrazole as a light tan solid; mp 184°-186.5° C. The NMR spectrum was consistent with the proposed structure. The product is IC1=CC=C(C=C1)CN1N=C2C(C3=C1N=CC=C3)=NN(C2=O)C2COCCC2 ((±)-5-[(4-iodophenyl)methyl]-2-(tetrahydro-2H-pyran-3-yl)-2,5-dihydro-3H-pyrazolo[4,3-c]pyrido[3,2-e]pyridazin-3-one). Reactants: IC1=CC=C(C=C1)CN1N=C(C(C2=C1N=CC=C2)=S)C(=O)OCC (Ethyl 1-[(4-iodophenyl)methyl]-4-thioxo-1,4-dihydropyrido[2,3-c]pyridazine-3-carboxylate), C([O-])([O-])=O.[K+].[K+] (potassium carbonate), CN(C=O)C (N,N-dimethylformamide), Cl.O1CC(CCC1)NN ((±)-tetrahydro-2H-pyran-3-ylhydrazine hydrochloride), C([O-])([O-])=O.[K+].[K+] (potassium carbonate). Procedure details: Ethyl 1-[(4-iodophenyl)methyl]-4-thioxo-1,4-dihydropyrido[2,3-c]pyridazine-3-carboxylate (2.0 g, 4.4 mmol), (±)-tetrahydro-2H-pyran-3-ylhydrazine hydrochloride [(Example 9, Step 2), 1.0 g, 6.6 mmol, 1.5 equiv], potassium carbonate (6.1 g, 44 mmol, 10 equiv), and mercury(II) chloride (1.2 g, 4.4 mmol, 1 equiv) were combined in 1,2-dimethoxyethane (20 mL) and N,N-dimethylformamide (4 mL) and stirred at ambient temperature for 1 hour. The mixture was warmed to 50° C. for 20 minutes, treated with ad... Reaction conditions: temperature 50 celsius. Run in C(C)(=O)OCC (ethyl acetate), O (water), COCCOC (1,2-dimethoxyethane). Reagents/catalysts: [Hg](Cl)Cl (mercury(II) chloride). Reaction SMILES: [I:1][C:2]1[CH:7]=[CH:6][C:5]([CH2:8][N:9]2[C:14]3[N:15]=[CH:16][CH:17]=[CH:18][C:13]=3[C:12](=S)[C:11]([C:20]([O:22]CC)=O)=[N:10]2)=[CH:4][CH:3]=1.Cl.[O:26]1[CH2:31][CH2:30][CH2:29][CH:28]([NH:32][NH2:33])[CH2:27]1.C(=O)([O-])[O-].[K+].[K+].CN(C)C=O>COCCOC.[Hg](Cl)Cl.C(OCC)(=O)C.O>[I:1][C:2]1[CH:3]=[CH:4][C:5]([CH2:8][N:9]2[C:14]3[N:15]=[CH:16][CH:17]=[CH:18][C:13]=3[C:12]3=[N:33][N:32]([CH:28]4[CH2:29][CH2:30][CH2:31][O:26][CH2:27]4)[C:20](=[O:22])[C:11]3=[N:10]2)=[CH:6][CH:7]=1 |f:1.2,3.4.5|. The reactants are C(#N)C1=CC=C(C=C1)[C@H]1C[C@@H]2[C@@](N=C(SC2)NC(C2=CC=CC=C2)=O)(CO1)C1=C(C=C(C=C1)F)F (N-[(4aR,6R,8aS)-6-(4-Cyanophenyl)-8a-(2,4-difluorophenyl)-4,4a,5,6,8,8a-hexahydropyrano[3,4-d][1,3]thiazin-2-yl]benzamide), N12CCCCCC2=NCCC1 (1,8-diazabicyclo[5.4.0]undec-7-ene). Solvent: CO (methanol), C([O-])(O)=O.[Na+] (sodium bicarbonate). Reaction conditions: temperature 80 celsius, time 16 hour. Product: NC=1SC[C@H]2[C@@](N1)(CO[C@H](C2)C2=CC=C(C#N)C=C2)C2=C(C=C(C=C2)F)F (4-[(4aR,6R,8aS)-2-amino-8a-(2,4-difluorophenyl)-4,4a,5,6,8,8a-hexahydropyrano[3,4-d][1,3]thiazin-6-yl]benzonitrile). As a reaction SMILES: [C:1]([C:3]1[CH:8]=[CH:7][C:6]([C@@H:9]2[O:27][CH2:26][C@:12]3([C:28]4[CH:33]=[CH:32][C:31]([F:34])=[CH:30][C:29]=4[F:35])[N:13]=[C:14]([NH:17]C(=O)C4C=CC=CC=4)[S:15][CH2:16][C@@H:11]3[CH2:10]2)=[CH:5][CH:4]=1)#[N:2].N12CCCN=C1CCCCC2>CO.C(=O)(O)[O-].[Na+]>[NH2:17][C:14]1[S:15][CH2:16][C@@H:11]2[CH2:10][C@H:9]([C:6]3[CH:5]=[CH:4][C:3]([C:1]#[N:2])=[CH:8][CH:7]=3)[O:27][CH2:26][C@:12]2([C:28]2[CH:33]=[CH:32][C:31]([F:34])=[CH:30][C:29]=2[F:35])[N:13]=1 |f:3.4|. Procedure details: N-[(4aR,6R,8aS)-6-(4-Cyanophenyl)-8a-(2,4-difluorophenyl)-4,4a,5,6,8,8a-hexahydropyrano[3,4-d][1,3]thiazin-2-yl]benzamide (C26) (37 mg, 76 μmol, 1 equiv.) was dissolved in methanol (1.9 mL) and 1,8-diazabicyclo[5.4.0]undec-7-ene (0.01 mL, 0.06 mmol, 0.8 equiv) was added. The reaction was stirred at 80° C. for 16 hours. The reaction mixture was diluted with a saturated solution of sodium bicarbonate (10 mL) and extracted with ethyl acetate (3×20 mL). The organics were combined, dried over sodium ... The reactants are C(C)P([O-])(=O)CCC1=CC(=C(C=C1)N)OC (ethyl(4-amino-3-methoxybenzyl)methylphosphinate), C(C)OP(OCC)OCC (triethylphosphite). The product is C(C)OP(OCC)(=O)CC1=CC(=C(C=C1)N)OC (Diethyl(4-amino-3-methoxybenzyl)phosphonate). Reaction SMILES: C(P(C[CH2:7][C:8]1[CH:13]=[CH:12][C:11]([NH2:14])=[C:10]([O:15][CH3:16])[CH:9]=1)(=O)[O-])C.[CH2:17]([O:19][P:20]([O:24]CC)[O:21][CH2:22][CH3:23])[CH3:18]>>[CH2:17]([O:19][P:20]([CH2:7][C:8]1[CH:13]=[CH:12][C:11]([NH2:14])=[C:10]([O:15][CH3:16])[CH:9]=1)(=[O:24])[O:21][CH2:22][CH3:23])[CH3:18]. Reported procedure: This material was prepared according to the procedure described above for ethyl(4-amino-3-methoxybenzyl)methylphosphinate using triethylphosphite in the first step. MS (ES+): m/z 274.01 [MH+] (ZQ3, polar 5 min). Reactants: BrC1=C(C=CC=C1)S(=O)(=O)N1CC(C1)C#N (1-((2-bromophenyl)sulfonyl)azetidine-3-carbonitrile), FC1=C(C=CC(=C1)B1OC(C(O1)(C)C)(C)C)C=1C=NC(=NC1)N (5-(2-fluoro-4-(4,4,5,5-tetramethyl-1,3,2-dioxaborolan-2-yl)phenyl)pyrimidin-2-amine). The product is NC1=NC=C(C=N1)C1=C(C=C(C=C1)C1=C(C=CC=C1)S(=O)(=O)N1CC(C1)C#N)F (1-((4′-(2-Aminopyrimidin-5-yl)-3′-fluoro-[1,1′-biphenyl]-2-yl)sulfonyl)azetidine-3-carbonitrile). As a reaction SMILES: Br[C:2]1[CH:7]=[CH:6][CH:5]=[CH:4][C:3]=1[S:8]([N:11]1[CH2:14][CH:13]([C:15]#[N:16])[CH2:12]1)(=[O:10])=[O:9].[F:17][C:18]1[CH:23]=[C:22](B2OC(C)(C)C(C)(C)O2)[CH:21]=[CH:20][C:19]=1[C:33]1[CH:34]=[N:35][C:36]([NH2:39])=[N:37][CH:38]=1>>[NH2:39][C:36]1[N:37]=[CH:38][C:33]([C:19]2[CH:20]=[CH:21][C:22]([C:2]3[CH:7]=[CH:6][CH:5]=[CH:4][C:3]=3[S:8]([N:11]3[CH2:14][CH:13]([C:15]#[N:16])[CH2:12]3)(=[O:10])=[O:9])=[CH:23][C:18]=2[F:17])=[CH:34][N:35]=1. Procedure details: The title compound was prepared using analogous conditions to those described in Example 6 utilizing 1-((2-bromophenyl)sulfonyl)azetidine-3-carbonitrile and 5-(2-fluoro-4-(4,4,5,5-tetramethyl-1,3,2-dioxaborolan-2-yl)phenyl)pyrimidin-2-amine. MS (ESI): mass calcd. for C20H16FN5O2S, 409.10; m/z found, 409.9 [M+H]+. 1H NMR (500 MHz, DMSO-d6) δ 8.52 (s, 2H), 8.08-8.00 (d, J=8.0, 1H), 7.83-7.75 (m, 1H), 7.71-7.65 (m, 1H), 7.65-7.58 (m, 1H), 7.51-7.43 (d, J=7.5, 1H), 7.38-7.31 (d, J=11.7, 1H), 7.31-7.... The reactants are CCOC(=O)C.CCCCCC (EtOAc hexane), [Li+].[OH-] (LiOH), ClC=1C=C2C(=NC1I)N=C(N2COCC[Si](C)(C)C)O[C@@H]2CO[C@H]1[C@@H]2OC[C@H]1O ((3R,3aR,6R,6aR)-6-[6-chloro-5-iodo-1-(2-trimethylsilylethoxy-methyl)imidazo[4,5-b]pyridin-2-yl]oxy-2,3,3a,5,6,6a-hexahydrofuro[3,2-b]furan-3-ol), CC1(OB(OC1(C)C)C1=CC=C(C#N)C=C1)C (4-(4,4,5,5-tetramethyl-1,3,2-dioxaborolan-2-yl)benzonitrile), CCOC(=O)C.CCCCCC (EtOAc hexane). The solvent is O1CCOCC1 (dioxane), O (water). Reaction conditions: temperature 80 celsius. The product is O[C@H]1[C@@H]2[C@H](OC1)[C@@H](CO2)OC=2N(C=1C(=NC(=C(C1)Cl)C1=CC=C(C#N)C=C1)N2)COCC[Si](C)(C)C (4-[2-[[(3R,3aR,6R,6aR)-3-hydroxy-2,3,3a,5,6,6a-hexahydrofuro[3,2-b]furan-6-yl]oxy]-6-chloro-1-(2-trimethylsilylethoxymethyl)imidazo[4,5-b]pyridin-5-yl]-benzonitrile). RXN SMILES: [Li+].[OH-].[Cl:3][C:4]1[CH:5]=[C:6]2[N:13]([CH2:14][O:15][CH2:16][CH2:17][Si:18]([CH3:21])([CH3:20])[CH3:19])[C:12]([O:22][C@H:23]3[C@H:27]4[O:28][CH2:29][C@@H:30]([OH:31])[C@H:26]4[O:25][CH2:24]3)=[N:11][C:7]2=[N:8][C:9]=1I.CC1(C)C(C)(C)OB([C:40]2[CH:47]=[CH:46][C:43]([C:44]#[N:45])=[CH:42][CH:41]=2)O1.CCOC(C)=O.CCCCCC>O1CCOCC1.O>[OH:31][C@@H:30]1[CH2:29][O:28][C@@H:27]2[C@H:23]([O:22][C:12]3[N:13]([CH2:14][O:15][CH2:16][CH2:17][Si:18]([CH3:21])([CH3:20])[CH3:19])[C:6]4[C:7]([N:11]=3)=[N:8][C:9]([C:40]3[CH:47]=[CH:46][C:43]([C:44]#[N:45])=[CH:42][CH:41]=3)=[C:4]([Cl:3])[CH:5]=4)[CH2:24][O:25][C@H:26]12 |f:0.1,4.5|. Reported procedure: LiOH (0.43 ml, 1.290 mmol) and 1,1′-bis(diphenylphosphino)ferrocene-palladium(II)dichloride dichloromethane complex (43.2 mg, 0.053 mmol) were added to a stirred solution of (3R,3aR,6R,6aR)-6-[6-chloro-5-iodo-1-(2-trimethylsilylethoxy-methyl)imidazo[4,5-b]pyridin-2-yl]oxy-2,3,3a,5,6,6a-hexahydrofuro[3,2-b]furan-3-ol (284.9 mg, 0.514 mmol) and 4-(4,4,5,5-tetramethyl-1,3,2-dioxaborolan-2-yl)benzonitrile (143.1 mg, 0.625 mmol) in dioxane (4.2 ml) and water (0.60 ml). The reaction mixture was degass... Reactants: N(=O)[O-].[Na+] (sodium nitrite), FC1=C(N)C=CC(=C1)OC (2-fluoro-4-methoxyaniline), 33.85, O.O.[Sn](Cl)Cl (tin(II) chloride dihydrate). The solvent is O (water), Cl (hydrochloric acid), Cl (hydrochloric acid). Run at temperature -10 celsius, time 1 hour. Yields the product FC1=C(C=CC(=C1)OC)NN (2-Fluoro-4-methoxyphenylhydrazine). RXN SMILES: [F:1][C:2]1[CH:8]=[C:7]([O:9][CH3:10])[CH:6]=[CH:5][C:3]=1[NH2:4].[N:11]([O-])=O.[Na+].O.O.[Sn](Cl)Cl>O.Cl>[F:1][C:2]1[CH:8]=[C:7]([O:9][CH3:10])[CH:6]=[CH:5][C:3]=1[NH:4][NH2:11] |f:1.2,3.4.5|. Reported procedure: With vigorous stirring, 9.15 g (0.065 mole) of 2-fluoro-4-methoxyaniline (Example 3, Step B) was added to 60 mL of concentrated hydrochloric acid that had been cooled to -10° C. A solution of 4.83 g (0.070 mole) of sodium nitrite in 30 mL of water was slowly added dropwise, while the temperature was kept at or below -10° C. Upon completion of addition, the reaction mixture was stirred at -10° C. for one hour, after which 33.85 (0.150 mole) of tin(II) chloride dihydrate in 50 mL of concentrated h... Starting materials: C(CCC)OCCOC1=CC=C(C=C1)C=1C=CC2=C(C=C(CCN2C(C(F)(F)F)=O)C(=O)NC2=CC(=C(C=C2)C(C2=[N+](C=CC=C2)[O-])O)OCC(F)(F)F)C1 (7-[4-(2-butoxyethoxy)phenyl]-N-[4-[hydroxy(1-oxidopyridin-2-yl)methyl]-3-(2,2,2-trifluoroethoxy)phenyl]-1-trifluoroacetyl-2,3-dihydro-1H-1-benzazepine-4-carboxamide), [BH4-].[Na+] (sodium borohydride). Run in C(C)O (ethanol). Conditions: time 8 hour. Yields the product C(CCC)OCCOC1=CC=C(C=C1)C=1C=CC2=C(C=C(CCN2)C(=O)NC2=CC(=C(C=C2)C(C2=[N+](C=CC=C2)[O-])O)OCC(F)(F)F)C1 (7-[4-(2-butoxyethoxy)phenyl]-N-[4-[hydroxy(1-oxidopyridin-2-yl)methyl]-3-(2,2,2-trifluoroethoxy)phenyl]-2,3-dihydro-1H-1-benzazepine-4-carboxamide). Yield: 67.2%. Reaction SMILES: [CH2:1]([O:5][CH2:6][CH2:7][O:8][C:9]1[CH:14]=[CH:13][C:12]([C:15]2[CH:16]=[CH:17][C:18]3[N:24](C(=O)C(F)(F)F)[CH2:23][CH2:22][C:21]([C:31]([NH:33][C:34]4[CH:39]=[CH:38][C:37]([CH:40]([OH:48])[C:41]5[CH:46]=[CH:45][CH:44]=[CH:43][N+:42]=5[O-:47])=[C:36]([O:49][CH2:50][C:51]([F:54])([F:53])[F:52])[CH:35]=4)=[O:32])=[CH:20][C:19]=3[CH:55]=2)=[CH:11][CH:10]=1)[CH2:2][CH2:3][CH3:4].[BH4-].[Na+]>C(O)C>[CH2:1]([O:5][CH2:6][CH2:7][O:8][C:9]1[CH:14]=[CH:13][C:12]([C:15]2[CH:16]=[CH:17][C:18]3[NH:24][CH2:23][CH2:22][C:21]([C:31]([NH:33][C:34]4[CH:39]=[CH:38][C:37]([CH:40]([OH:48])[C:41]5[CH:46]=[CH:45][CH:44]=[CH:43][N+:42]=5[O-:47])=[C:36]([O:49][CH2:50][C:51]([F:54])([F:52])[F:53])[CH:35]=4)=[O:32])=[CH:20][C:19]=3[CH:55]=2)=[CH:11][CH:10]=1)[CH2:2][CH2:3][CH3:4] |f:1.2|. Procedure details: 7-[4-(2-butoxyethoxy)phenyl]-N-[4-[hydroxy(1-oxidopyridin-2-yl)methyl]-3-(2,2,2-trifluoroethoxy)phenyl]-1-trifluoroacetyl-2,3-dihydro-1H-1-benzazepine-4-carboxamide (1.7 g) was dissolved in ethanol (150 ml), and to the solution, sodium borohydride (0.24 g) was added under ice-cooling and the mixture was stirred overnight at room temperature. The solvent was distilled off, and to the residue was added water, and the mixture was extracted with ethyl acetate. The organic layer was washed with water... Reactants: CCC(NC(C)=O)C(=O)O, CCOC(=O)C(=O)Cl, C1CCOC1, O, c1ccncc1. Yields the product CCOC(=O)C(=O)C(CC)NC(C)=O. Reaction SMILES: [C:1]([CH3:2])(=[O:3])[NH:4][CH:5]([C:6](=[O:7])[OH:8])[CH2:9][CH3:10].[Cl:17][C:18]([C:19](=[O:20])[O:21][CH2:22][CH3:23])=[O:24].[O:26]1[CH2:27][CH2:28][CH2:29][CH2:30]1.[OH2:25].[cH:11]1[cH:12][cH:13][n:14][cH:15][cH:16]1>>[C:1]([CH3:2])(=[O:3])[NH:4][CH:5]([C:6](=[O:8])[C:19](=[O:20])[O:21][CH2:22][CH3:23])[CH2:9][CH3:10].